Dataset: the Open Reaction Database (ORD), a public repository of structured organic reaction records. Task: describe an organic reaction: reactants, conditions, products, and yield Reactants: O (water), FC1=C(C=O)C=C(C=C1)C(F)(F)F (2-Fluoro-5-trifluoromethyl-benzaldehyde), C(CCC)NCC (butyl-ethyl-amine), C([O-])([O-])=O.[K+].[K+] (potassium carbonate). The solvent is C(C)OCC (diethyl ether), C1(=CC=CC=C1)C (toluene). Product: C(CCC)N(C1=C(C=O)C=C(C=C1)C(F)(F)F)CC (2-(butyl-ethyl-amino)-5-trifluoromethyl-benzaldehyde). The yield is 91.9%. RXN SMILES: F[C:2]1[CH:9]=[CH:8][C:7]([C:10]([F:13])([F:12])[F:11])=[CH:6][C:3]=1[CH:4]=[O:5].[CH2:14]([NH:18][CH2:19][CH3:20])[CH2:15][CH2:16][CH3:17].C(=O)([O-])[O-].[K+].[K+].O>C1(C)C=CC=CC=1.C(OCC)C>[CH2:14]([N:18]([CH2:19][CH3:20])[C:2]1[CH:9]=[CH:8][C:7]([C:10]([F:13])([F:12])[F:11])=[CH:6][C:3]=1[CH:4]=[O:5])[CH2:15][CH2:16][CH3:17] |f:2.3.4|. Procedure details: 2-Fluoro-5-trifluoromethyl-benzaldehyde (5.0 g) and butyl-ethyl-amine (3.95 g) are dissolved in toluene (50 ml) and thereto is added potassium carbonate (10.78 g) and the mixture is heated under reflux overnight. The reaction solution is cooled to room temperature, and thereto are added water and diethyl ether, and the mixture is separated, and the organic layer is washed with a saturated brine, dried over magnesium sulfate, and concentrated under reduced pressure. The resulting residue is purif... Reactants: COC(=O)c1ccc2oc3cc(SC)ccc3c(=O)c2c1, CC(=O)O, O, OO. Yields the product COC(=O)c1ccc2oc3cc(S(C)(=O)=O)ccc3c(=O)c2c1. RXN SMILES: [CH3:1][S:2][c:3]1[cH:4][c:5]2[o:6][c:7]3[cH:8][cH:9][c:10]([C:18](=[O:19])[O:20][CH3:21])[cH:11][c:12]3[c:13](=[O:17])[c:14]2[cH:15][cH:16]1.[CH3:24][C:25]([OH:26])=[O:27].[OH2:28].[OH:22][OH:23]>>[CH3:1][S:2]([c:3]1[cH:4][c:5]2[o:6][c:7]3[cH:8][cH:9][c:10]([C:18](=[O:19])[O:20][CH3:21])[cH:11][c:12]3[c:13](=[O:17])[c:14]2[cH:15][cH:16]1)(=[O:26])=[O:28]. The reactants are C(C)OC(=O)C=1C(=NC(=C(C1Cl)[N+](=O)[O-])Cl)C (4,6-dichloro-2-methyl-5-nitropyridine-3-carboxylic acid ethyl ester), C(CCC)N (n-butylamine), C(CCC)NC1=C(C(NC(=C1)Cl)([N+](=O)[O-])C)C(=O)OCC (4-butylamino-6-chloro-2-methyl-2-nitropyridine-3-carboxylic acid, ethyl ester). Run in CO (methanol), C(C)N(CC)CC (triethylamine), CO (methanol). Yields the product C(C)OC(=O)C=1C(=NC(=C(C1NCCCC)[N+](=O)[O-])Cl)C (4-Butylamino-6-chloro-2methyl-5- nitropyridine-3-carboxylic acid ethyl ester). Reaction SMILES: [CH2:1]([O:3][C:4]([C:6]1[C:7]([CH3:17])=[N:8][C:9]([Cl:16])=[C:10]([N+:13]([O-:15])=[O:14])[C:11]=1Cl)=[O:5])[CH3:2].[CH2:18]([NH2:22])[CH2:19][CH2:20][CH3:21].C(NC1C=C(Cl)NC(C)([N+]([O-])=O)C=1C(OCC)=O)CCC>CO.C(N(CC)CC)C>[CH2:1]([O:3][C:4]([C:6]1[C:7]([CH3:17])=[N:8][C:9]([Cl:16])=[C:10]([N+:13]([O-:15])=[O:14])[C:11]=1[NH:22][CH2:18][CH2:19][CH2:20][CH3:21])=[O:5])[CH3:2]. Reported procedure: 139.5 g. of 4,6-dichloro-2-methyl-5-nitropyridine-3-carboxylic acid ethyl ester (0.5 Mol.) are dissolved in about 500 ml. of methanol. 60 g. of triethylamine are added and the solution is heated at reflux temperature. At this point, 36.5 g. of n-butylamine are added dropwise. The solvent is then removed in vacuo and 500 ml. of benzene are added to the residue. The triethylamine hydrochloride is filtered off and the solvent evaporated. The resulting oil is dissolved in 300 ml. of methanol and yie... Run at temperature 25 celsius, time 30 minute. The yield is 82.3%. The product is C(C)(C)(CC)N=NC(C)(CC(C)C)OOC(C)(C)C (2-t-amylazo-2-(t-butylperoxy)-4-methylpentane). Reported procedure: To a cooled solution of 9.1 grams (.0407 moles) of 25% potassium hydroxide solution in a 100 ml. reaction flask equipped with a magnetic stirrer, thermometer and addition funnel was added 5.2 grams (.052 moles) of 90% t-butyl hydroperoxide. The reaction mixture was stirred for 30 minutes at 25° C and then cooled to 18° C. To the above solution was added 8.06 grams (0.037 moles) of 2-t-amylazo-2-chloro-4-methylpentane dropwise over 15 minutes holding the temperature at 18°-22° C with a cold water... As a reaction SMILES: [OH-].[K+].[C:3]([O:7][OH:8])([CH3:6])([CH3:5])[CH3:4].[C:9]([N:14]=[N:15][C:16](Cl)([CH2:18][CH:19]([CH3:21])[CH3:20])[CH3:17])([CH2:12][CH3:13])([CH3:11])[CH3:10].[OH-].[Na+]>>[C:9]([N:14]=[N:15][C:16]([O:8][O:7][C:3]([CH3:6])([CH3:5])[CH3:4])([CH2:18][CH:19]([CH3:20])[CH3:21])[CH3:17])([CH2:12][CH3:13])([CH3:11])[CH3:10] |f:0.1,4.5|. The reactants are [OH-].[K+] (potassium hydroxide), [OH-].[Na+] (sodium hydroxide), C(C)(C)(C)OO (t-butyl hydroperoxide), C(C)(C)(C)OO (t-butyl hydroperoxide), C(C)(C)(CC)N=NC(C)(CC(C)C)Cl (2-t-amylazo-2-chloro-4-methylpentane). Starting materials: BrC=1C=C2C(=NNC(C2=CC1)=O)Cl (6-bromo-4-chloro-2H-phthalazin-1-one), Cl.O(C1=CC=CC=C1)C1=C(CN)C=CC=C1 (2-phenoxy-benzylamine hydrochloride), C=1C=CC(=CC1)P(C=2C=CC=CC2)C3=CC=C4C=CC=CC4=C3C5=C6C=CC=CC6=CC=C5P(C=7C=CC=CC7)C=8C=CC=CC8 (rac-BINAP), CC(C)(C)[O-].[Na+] (NaOt-Bu). The reagents and catalysts are C=1C=CC(=CC1)/C=C/C(=O)/C=C/C2=CC=CC=C2.C=1C=CC(=CC1)/C=C/C(=O)/C=C/C2=CC=CC=C2.C=1C=CC(=CC1)/C=C/C(=O)/C=C/C2=CC=CC=C2.[Pd].[Pd] (Pd2(dba)3). The solvent is CC(=O)N(C)C (DMA), CCOC(=O)C (EtOAc). The product is ClC1=NNC(C2=CC=C(C=C12)NCC1=C(C=CC=C1)OC1=CC=CC=C1)=O (4-Chloro-6-(2-phenoxy-benzylamino)-2H-phthalazin-1-one). Reaction SMILES: Br[C:2]1[CH:3]=[C:4]2[C:9](=[CH:10][CH:11]=1)[C:8](=[O:12])[NH:7][N:6]=[C:5]2[Cl:13].Cl.[O:15]([C:22]1[CH:29]=[CH:28][CH:27]=[CH:26][C:23]=1[CH2:24][NH2:25])[C:16]1[CH:21]=[CH:20][CH:19]=[CH:18][CH:17]=1.C1C=CC(P(C2C(C3C(P(C4C=CC=CC=4)C4C=CC=CC=4)=CC=C4C=3C=CC=C4)=C3C(C=CC=C3)=CC=2)C2C=CC=CC=2)=CC=1.CC([O-])(C)C.[Na+]>CC(N(C)C)=O.CCOC(C)=O.C1C=CC(/C=C/C(/C=C/C2C=CC=CC=2)=O)=CC=1.C1C=CC(/C=C/C(/C=C/C2C=CC=CC=2)=O)=CC=1.C1C=CC(/C=C/C(/C=C/C2C=CC=CC=2)=O)=CC=1.[Pd].[Pd]>[Cl:13][C:5]1[C:4]2[C:9](=[CH:10][CH:11]=[C:2]([NH:25][CH2:24][C:23]3[CH:26]=[CH:27][CH:28]=[CH:29][C:22]=3[O:15][C:16]3[CH:21]=[CH:20][CH:19]=[CH:18][CH:17]=3)[CH:3]=2)[C:8](=[O:12])[NH:7][N:6]=1 |f:1.2,4.5,8.9.10.11.12|. Procedure: A mixture 6-bromo-4-chloro-2H-phthalazin-1-one (150 mg, 0.58 mmol), 2-phenoxy-benzylamine hydrochloride (151 mg, 0.64 mmol), Pd2(dba)3 (53 mg, 0.058 mmol), rac-BINAP (132 mg, 0.17 mmol) and NaOt-Bu (200 mg, 2.1 mmol) in DMA (6 mL) was heated at 80° C. for 1 h. The mixture was allowed to cool, diluted with EtOAc (25 mL) and washed with water (25 mL). The organic layer was dried over anhydrous sodium sulfate and concentrated. Chromatography on silica (EtOAc/hexanes) yielded the title compound. 4-C... Reactants: [BH4-], CCOC(=O)C(Cc1cccc(OC(F)(F)C(F)F)c1)C(=O)c1ccc(Br)cc1, CCOCC, Cl, [Na+]. The product is CCOC(=O)C(Cc1cccc(OC(F)(F)C(F)F)c1)C(O)c1ccc(Br)cc1. RXN SMILES: [BH4-:1].[Br:3][c:4]1[cH:5][cH:6][c:7]([C:10]([CH:11]([C:12](=[O:13])[O:14][CH2:15][CH3:16])[CH2:17][c:18]2[cH:19][c:20]([O:24][C:25]([CH:26]([F:27])[F:28])([F:29])[F:30])[cH:21][cH:22][cH:23]2)=[O:31])[cH:8][cH:9]1.[CH3:33][CH2:34][O:35][CH2:36][CH3:37].[ClH:32].[Na+:2]>>[Br:3][c:4]1[cH:5][cH:6][c:7]([CH:10]([CH:11]([C:12](=[O:13])[O:14][CH2:15][CH3:16])[CH2:17][c:18]2[cH:19][c:20]([O:24][C:25]([CH:26]([F:27])[F:28])([F:29])[F:30])[cH:21][cH:22][cH:23]2)[OH:31])[cH:8][cH:9]1. Product: CCCCOC(=O)N1CCC(CCCc2ccccc2)C(O)C1. As a reaction SMILES: [CH2:1]([CH2:2][CH2:3][CH3:4])[O:5][C:6](=[O:7])[N:8]1[CH2:9][CH:10]([O:23][C:24](=[O:25])[CH2:26][Cl:27])[CH:11]([CH2:14][CH2:15][CH2:16][c:17]2[cH:18][cH:19][cH:20][cH:21][cH:22]2)[CH2:12][CH2:13]1.[CH3:36][OH:37].[Cl-:34].[K+:28].[K+:29].[Na+:35].[O-:30][C:31]([O-:32])=[O:33]>>[CH2:1]([CH2:2][CH2:3][CH3:4])[O:5][C:6](=[O:7])[N:8]1[CH2:9][CH:10]([OH:23])[CH:11]([CH2:14][CH2:15][CH2:16][c:17]2[cH:18][cH:19][cH:20][cH:21][cH:22]2)[CH2:12][CH2:13]1. The reactants are CCCCOC(=O)N1CCC(CCCc2ccccc2)C(OC(=O)CCl)C1, CO, [Cl-], [K+], [K+], [Na+], O=C([O-])[O-]. Reactants: BrCCCCN1C(CC(CC1=O)(C)C)=O (N-(4-bromobutyl)-3,3-dimethylglutarimide), [I-].[K+] (potassium iodide), N1(CCNCC1)C1=NSC2=C1C=CC=C2 (3-(1-piperazinyl)-1,2-benzisothiazole), C([O-])([O-])=O.[K+].[K+] (potassium carbonate). The solvent is C(C)#N (acetonitrile). As a reaction SMILES: Br[CH2:2][CH2:3][CH2:4][CH2:5][N:6]1[C:11](=[O:12])[CH2:10][C:9]([CH3:14])([CH3:13])[CH2:8][C:7]1=[O:15].[N:16]1([C:22]2[C:26]3[CH:27]=[CH:28][CH:29]=[CH:30][C:25]=3[S:24][N:23]=2)[CH2:21][CH2:20][NH:19][CH2:18][CH2:17]1.C(=O)([O-])[O-].[K+].[K+].[I-].[K+]>C(#N)C>[S:24]1[C:25]2[CH:30]=[CH:29][CH:28]=[CH:27][C:26]=2[C:22]([N:16]2[CH2:17][CH2:18][N:19]([CH2:2][CH2:3][CH2:4][CH2:5][N:6]3[C:11](=[O:12])[CH2:10][C:9]([CH3:14])([CH3:13])[CH2:8][C:7]3=[O:15])[CH2:20][CH2:21]2)=[N:23]1 |f:2.3.4,5.6|. The product is S1N=C(C2=C1C=CC=C2)N2CCN(CC2)CCCCN2C(CC(CC2=O)(C)C)=O (1-[4-[4-(1,2-benzisothiazol-3-yl)-1-piperazinyl]butyl]-4,4-dimethyl-2,6-piperidinedione). Reported procedure: A mixture of N-(4-bromobutyl)-3,3-dimethylglutarimide (4 g., 0.0145 mole) obtained according to the procedure of Example 9, 3-(1-piperazinyl)-1,2-benzisothiazole (3.18 g., 0.0145 mole), anhydrous potassium carbonate (20.04 g., 0.145 mole) and potassium iodide (0.25 g., 0.0015 mole) in 150 ml. of acetonitrile is stirred and refluxed for a period of 12 hr. The reaction mixture is filtered, concentrated in vacuo and residual material triturated with ether. Crystallization of the solid thus obtained... The yield is 64.0%. Reagents/catalysts: CC(=O)[O-].CC(=O)[O-].[Pd+2] (Pd(OAc)2). Solvent: CCO (EtOH), O (water), CCO (EtOH), O (water), CCOC(=O)C (EtOAc). Yields the product CN(C(=O)C1=CC=C(C=C1)C=1C=CC\2=C(\N=C(/C\C(=C2)\C(N(CCC)CCC)=O)\NC(OC(C)(C)C)=O)C1)C (tert-butyl (1E,4E)-8-(4-(dimethylcarbamoyl)phenyl)-4-(dipropylcarbamoyl)-3H-benzo[b]azepin-2-ylcarbamate). The yield is 83.5%. Run at temperature 65 celsius, time 1 hour. The reactants are BrC=1C=CC\2=C(\N=C(/C\C(=C2)\C(N(CCC)CCC)=O)\NC(OC(C)(C)C)=O)C1 (tert-butyl (1E,4E)-8-bromo-4-(dipropylcarbamoyl)-3H-benzo[b]azepin-2-ylcarbamate), C(=O)([O-])[O-].[Na+].[Na+] (Na2CO3), N#N (N2), CN(C(=O)C1=CC=C(C=C1)B(O)O)C (4-(dimethylcarbamoyl)phenylboronic acid), O.[K].[K].C1(=CC=CC=C1)P(C1=CC=C(C=C1)S(=O)(=O)O)C1=CC=C(C=C1)S(=O)(=O)O (4,4′-(phenylphosphinidene)bisbenzenesulfonic acid dipotassium hydrate). Reaction SMILES: C([O-])([O-])=O.[Na+].[Na+].Br[C:8]1[CH:9]=[CH:10][C:11]2=[C:12]([CH:35]=1)[N:13]=[C:14]([NH:27][C:28](=[O:34])[O:29][C:30]([CH3:33])([CH3:32])[CH3:31])[CH2:15][C:16]([C:18](=[O:26])[N:19]([CH2:23][CH2:24][CH3:25])[CH2:20][CH2:21][CH3:22])=[CH:17]2.O.[K].[K].C1(P(C2C=CC(S(O)(=O)=O)=CC=2)C2C=CC(S(O)(=O)=O)=CC=2)C=CC=CC=1.N#N.[CH3:68][N:69]([CH3:81])[C:70]([C:72]1[CH:77]=[CH:76][C:75](B(O)O)=[CH:74][CH:73]=1)=[O:71]>CCO.O.CCOC(C)=O.CC([O-])=O.CC([O-])=O.[Pd+2]>[CH3:68][N:69]([CH3:81])[C:70]([C:72]1[CH:77]=[CH:76][C:75]([C:8]2[CH:9]=[CH:10][C:11]3=[C:12]([CH:35]=2)[N:13]=[C:14]([NH:27][C:28](=[O:34])[O:29][C:30]([CH3:32])([CH3:31])[CH3:33])[CH2:15][C:16]([C:18](=[O:26])[N:19]([CH2:20][CH2:21][CH3:22])[CH2:23][CH2:24][CH3:25])=[CH:17]3)=[CH:74][CH:73]=1)=[O:71] |f:0.1.2,4.5.6.7,13.14.15,^1:36,37|. Reported procedure: To Na2CO3 (129 mg, 1.214 mmol) in a 50 mL round-bottom flask was added water (3.7 mL) was bubbled with N2 for 10 min. To this mixture was added tert-butyl (1E,4E)-8-bromo-4-(dipropylcarbamoyl)-3H-benzo[b]azepin-2-ylcarbamate (200 mg, 0.40 mmol) in EtOH (4.9 mL) at room temperature. The resulting mixture was bubbled with N2 for 10 min. Pd(OAc)2 (9.3 mg, 0.040 mmol) and 4,4′-(phenylphosphinidene)bisbenzenesulfonic acid dipotassium hydrate (45 mg, 0.081 mmol) were added. The resulting mixture was w...